This data is from the Open Reaction Database (ORD), a public repository of structured organic reaction records. The task is: describe an organic reaction: reactants, conditions, products, and yield The reactants are C(CCC#C)(=O)OC (methyl 4-pentynoate), BrC1=C2/C(/C(NC2=CC=C1)=O)=C/C=1NC=CC1OC ((Z)-4-bromo-1,3-dihydro-3-[(3-methoxy-1H-pyrrol-2-yl)methylene]-2H-indol-2-one), BrC1=C2/C(/C(NC2=CC=C1)=O)=C/C=1NC=CC1OC ((Z)-4-bromo-1,3-dihydro-3-[(3-methoxy-1H-pyrrol-2-yl)methylene]-2H-indol-2-one). The reagents and catalysts are Cl[Pd]([P](C1=CC=CC=C1)(C2=CC=CC=C2)C3=CC=CC=C3)([P](C4=CC=CC=C4)(C5=CC=CC=C5)C6=CC=CC=C6)Cl ((Ph3P)2PdCl2). Solvent: CCN(CC)CC (Et3N), CN(C)C=O (DMF). The product is COC(CCC#CC1=C2/C(/C(NC2=CC=C1)=O)=C/C=1NC=CC1OC)=O ((Z)-5-[2,3-dihydro-3-[(3-methoxy-1H-pyrrol-2-yl)methylene]-2-oxo-1H-indol-4-yl]-4-pentynoic acid methyl ester). Reaction SMILES: [C:1]([O:7][CH3:8])(=[O:6])[CH2:2][CH2:3][C:4]#[CH:5].Br[C:10]1[CH:18]=[CH:17][CH:16]=[C:15]2[C:11]=1/[C:12](=[CH:20]/[C:21]1[NH:22][CH:23]=[CH:24][C:25]=1[O:26][CH3:27])/[C:13](=[O:19])[NH:14]2>Cl[Pd](Cl)([P](C1C=CC=CC=1)(C1C=CC=CC=1)C1C=CC=CC=1)[P](C1C=CC=CC=1)(C1C=CC=CC=1)C1C=CC=CC=1.CN(C=O)C.CCN(CC)CC>[CH3:8][O:7][C:1](=[O:6])[CH2:2][CH2:3][C:4]#[C:5][C:10]1[CH:18]=[CH:17][CH:16]=[C:15]2[C:11]=1/[C:12](=[CH:20]/[C:21]1[NH:22][CH:23]=[CH:24][C:25]=1[O:26][CH3:27])/[C:13](=[O:19])[NH:14]2 |^1:30,49|. Procedure details: Using Method D above, methyl 4-pentynoate (163 mg, 1.45 mmol) (see below) was coupled with (Z)-4-bromo-1,3-dihydro-3-[(3-methoxy-1H-pyrrol-2-yl)methylene]-2H-indol-2-one (300 mg, 1.03 mmol) (Starting Material 1 supra) using (Ph3P)2PdCl2 (30 mg) and Cul (15 mg) as catalyst in DMF (5 mL) and Et3N (5 mL) as solvent at 70° C. for 14 h to yield (Z)-5-[2,3-dihydro-3-[(3-methoxy-1H-pyrrol-2-yl)methylene]-2-oxo-1H-indol-4-yl]-4-pentynoic acid methyl ester. (Yield 120 mg, 33%). The reactants are COc1ccc(Cn2ncc3cc(Br)ccc32)cc1, CC(C)(C)[O-], Cc1ccccc1, CC(C)(C)OC(=O)N1CCCC(N)C1, [Na+]. Product: COc1ccc(Cn2ncc3cc(NC4CCCN(C(=O)OC(C)(C)C)C4)ccc32)cc1. Reaction SMILES: [Br:1][c:2]1[cH:3][c:4]2[cH:5][n:6][n:7]([CH2:11][c:12]3[cH:13][cH:14][c:15]([O:18][CH3:19])[cH:16][cH:17]3)[c:8]2[cH:9][cH:10]1.[CH3:34][C:35]([CH3:36])([O-:37])[CH3:38].[CH3:40][c:41]1[cH:42][cH:43][cH:44][cH:45][cH:46]1.[NH2:20][CH:21]1[CH2:22][N:23]([C:27](=[O:28])[O:29][C:30]([CH3:31])([CH3:32])[CH3:33])[CH2:24][CH2:25][CH2:26]1.[Na+:39]>>[c:2]1([NH:20][CH:21]2[CH2:22][N:23]([C:27](=[O:28])[O:29][C:30]([CH3:31])([CH3:32])[CH3:33])[CH2:24][CH2:25][CH2:26]2)[cH:3][c:4]2[cH:5][n:6][n:7]([CH2:11][c:12]3[cH:13][cH:14][c:15]([O:18][CH3:19])[cH:16][cH:17]3)[c:8]2[cH:9][cH:10]1. Starting materials: CC(CN1C(=CC2=CC=CC=C12)C(=O)O)(C)O[Si](C(C)C)(C(C)C)C(C)C (1-(2-Methyl-2-triisopropylsilanyloxy-propyl)-1H-indole-2-carboxylic acid), CCCC[N+](CCCC)(CCCC)CCCC.[F-] (TBAF), C(#N)C(CC(C)C)NC(=O)C1C(CCCC1)NC(=O)C=1N(C2=CC=CC=C2C1)CC(C)(C)O (1-(2-hydroxy-2-methyl-propyl)-1H-indole-2-carboxylic acid [2-(1-cyano-3-methyl-butylcarbamoyl)-cyclohexyl]-amide). Run in C1CCOC1 (THF). Product: C(#N)[C@H](CC(C)C)NC(=O)[C@H]1[C@H](CCCC1)NC(=O)C=1N(C2=CC=CC=C2C1)CC(C)(C)O (1-(2-Hydroxy-2-methyl-propyl)-1H-indole-2-carboxylic acid [(1S,2R)-2-((S)-1-cyano-3-methyl-butylcarbamoyl)-cyclohexyl]-amide). As a reaction SMILES: CCCC[N+](CCCC)(CCCC)CCCC.[F-].CC(O[Si](C(C)C)(C(C)C)C(C)C)(C)CN1C2C(=CC=CC=2)C=C1C(O)=O.[C:46]([CH:48]([NH:53][C:54]([CH:56]1[CH2:61][CH2:60][CH2:59][CH2:58][CH:57]1[NH:62][C:63]([C:65]1[N:66]([CH2:74][C:75]([OH:78])([CH3:77])[CH3:76])[C:67]2[C:72]([CH:73]=1)=[CH:71][CH:70]=[CH:69][CH:68]=2)=[O:64])=[O:55])[CH2:49][CH:50]([CH3:52])[CH3:51])#[N:47]>C1COCC1>[C:46]([C@@H:48]([NH:53][C:54]([C@@H:56]1[CH2:61][CH2:60][CH2:59][CH2:58][C@@H:57]1[NH:62][C:63]([C:65]1[N:66]([CH2:74][C:75]([OH:78])([CH3:76])[CH3:77])[C:67]2[C:72]([CH:73]=1)=[CH:71][CH:70]=[CH:69][CH:68]=2)=[O:64])=[O:55])[CH2:49][CH:50]([CH3:52])[CH3:51])#[N:47] |f:0.1|. Procedure: Proceeding as described in Example 11, followed by treatment with 1M TBAF in THF at 50° C. for 12 h, 1-(2-Methyl-2-triisopropylsilanyloxy-propyl)-1H-indole-2-carboxylic acid (100 mg, 0.25 mmol) was concerted to 1-(2-hydroxy-2-methyl-propyl)-1H-indole-2-carboxylic acid [2-(1-cyano-3-methyl-butylcarbamoyl)-cyclohexyl]-amide (80 mg; SiO2 PTLC: 50% ethyl acetate/hexanes; mp: 101.5-105.5° C.; MS: M+H=453). Starting materials: O=C(Cl)c1cccc(F)c1F, CN1CCC(C(=O)c2cccc(N)c2)CC1. The product is CN1CCC(C(=O)c2cccc(NC(=O)c3cccc(F)c3F)c2)CC1. As a reaction SMILES: [F:17][c:18]1[c:19]([C:20](=[O:21])[Cl:22])[cH:23][cH:24][cH:25][c:26]1[F:27].[NH2:1][c:2]1[cH:3][c:4]([C:5](=[O:6])[CH:7]2[CH2:8][CH2:9][N:10]([CH3:13])[CH2:11][CH2:12]2)[cH:14][cH:15][cH:16]1>>[NH:1]([c:2]1[cH:3][c:4]([C:5](=[O:6])[CH:7]2[CH2:8][CH2:9][N:10]([CH3:13])[CH2:11][CH2:12]2)[cH:14][cH:15][cH:16]1)[C:20]([c:19]1[c:18]([F:17])[c:26]([F:27])[cH:25][cH:24][cH:23]1)=[O:21]. Reactants: CC(=O)O[BH-](OC(C)=O)OC(C)=O, CN(C)Cc1ccccc1-c1ccc(N2CCCCC(Nc3cccc(C#N)c3)C2=O)cc1, CNC, CC(Cl)Cl, Cl, [Na+], O. Yields the product CN(C)Cc1ccccc1-c1ccc(N2CCCCC(Nc3cccc(C(=N)N)c3)C2=O)cc1. As a reaction SMILES: [C:38]([O:39][BH-:40]([O:41][C:42](=[O:43])[CH3:44])[O:45][C:46](=[O:47])[CH3:48])(=[O:49])[CH3:50].[CH3:1][N:2]([CH3:3])[CH2:4][c:5]1[c:6](-[c:11]2[cH:12][cH:13][c:14]([N:17]3[C:18](=[O:33])[CH:19]([NH:24][c:25]4[cH:26][c:27]([C:28]#[N:29])[cH:30][cH:31][cH:32]4)[CH2:20][CH2:21][CH2:22][CH2:23]3)[cH:15][cH:16]2)[cH:7][cH:8][cH:9][cH:10]1.[CH3:35][NH:36][CH3:37].[Cl:52][CH:53]([Cl:54])[CH3:55].[ClH:34].[Na+:51].[OH2:56]>>[CH3:1][N:2]([CH3:3])[CH2:4][c:5]1[c:6](-[c:11]2[cH:12][cH:13][c:14]([N:17]3[C:18](=[O:33])[CH:19]([NH:24][c:25]4[cH:26][c:27]([C:28](=[NH:29])[NH2:36])[cH:30][cH:31][cH:32]4)[CH2:20][CH2:21][CH2:22][CH2:23]3)[cH:15][cH:16]2)[cH:7][cH:8][cH:9][cH:10]1. Reactants: CNC(OC1=CC(=C(C(=C1)C)N)C)=O (3,5-dimethyl-4-aminophenyl N-methylcarbamate), C(CC)S(=O)(=O)Cl (n-propanesulfonyl chloride). Run in N1=CC=CC=C1 (pyridine). The product is CNC(OC1=CC(=C(C(=C1)C)NS(=O)(=O)CCC)C)=O (3,5-Dimethyl-4-(n-propanesulfonamido)phenyl N-methylcarbamate). RXN SMILES: [CH3:1][NH:2][C:3](=[O:14])[O:4][C:5]1[CH:10]=[C:9]([CH3:11])[C:8]([NH2:12])=[C:7]([CH3:13])[CH:6]=1.[CH2:15]([S:18](Cl)(=[O:20])=[O:19])[CH2:16][CH3:17]>N1C=CC=CC=1>[CH3:1][NH:2][C:3](=[O:14])[O:4][C:5]1[CH:10]=[C:9]([CH3:11])[C:8]([NH:12][S:18]([CH2:15][CH2:16][CH3:17])(=[O:20])=[O:19])=[C:7]([CH3:13])[CH:6]=1. Procedure details: Following the procedure of Example 22, 3,5-dimethyl-4-aminophenyl N-methylcarbamate (0.8g., 0.004 mole) was reacted with n-propanesulfonyl chloride (0.60g., 0.0042 mole) in pyridine. The product (0.8g.) melted at 173°-76° C. Reactants: NCCCC#CC=1C(=NC(=NC1)Cl)NCCC (5-(5-amino-1-pentyn-1-yl)-2-chloro-N-propylpyrimidin-4-amine), C(=O)(OC(C)(C)C)N([C@@H](C)C(=O)O)C (N-Boc-N-methyl-L-alanine), Cl.C(C)N=C=NCCCN(C)C (1-ethyl-3-(3-dimethylaminopropyl)carbodiimide hydrochloride), O.ON1N=NC2=C1C=CC=C2 (1-hydroxybenzotriazole monohydrate). Run in CN(C=O)C (N,N-dimethylformamide), C(C)(C)N(C(C)C)CC (N,N-diisopropylethylamine), C(C)(=O)OCC (ethyl acetate), O (water). Reaction conditions: time 12 hour. Yields the product N1(N=NC2=C1C=CC=C2)OC2=NC=C(C(=N2)NCCC)C#CCCCNC([C@H](C)N(C(OC(C)(C)C)=O)C)=O ((S)-tert-butyl (1-((5-(2-((1H-benzo[d][1,2,3]triazol-1-yl)oxy)-4-(propylamino)pyrimidin-5-yl)-4-pentyn-1-yl)amino)-1-oxopropan-2-yl)(methyl)carbamate). The yield is 35.1%. As a reaction SMILES: [NH2:1][CH2:2][CH2:3][CH2:4][C:5]#[C:6][C:7]1[C:8]([NH:14][CH2:15][CH2:16][CH3:17])=[N:9][C:10](Cl)=[N:11][CH:12]=1.[C:18]([N:25]([CH3:31])[C@H:26]([C:28]([OH:30])=O)[CH3:27])([O:20][C:21]([CH3:24])([CH3:23])[CH3:22])=[O:19].Cl.C(N=C=NCCCN(C)C)C.O.[OH:45][N:46]1[C:50]2[CH:51]=[CH:52][CH:53]=[CH:54][C:49]=2[N:48]=[N:47]1>CN(C)C=O.C(N(CC)C(C)C)(C)C.C(OCC)(=O)C.O>[N:46]1([O:45][C:10]2[N:9]=[C:8]([NH:14][CH2:15][CH2:16][CH3:17])[C:7]([C:6]#[C:5][CH2:4][CH2:3][CH2:2][NH:1][C:28](=[O:30])[C@@H:26]([N:25]([CH3:31])[C:18](=[O:19])[O:20][C:21]([CH3:22])([CH3:23])[CH3:24])[CH3:27])=[CH:12][N:11]=2)[C:50]2[CH:51]=[CH:52][CH:53]=[CH:54][C:49]=2[N:48]=[N:47]1 |f:2.3,4.5|. Procedure details: To a solution of 5-(5-amino-1-pentyn-1-yl)-2-chloro-N-propylpyrimidin-4-amine (K2, 510 mg), N-Boc-N-methyl-L-alanine (493 mg), 1-ethyl-3-(3-dimethylaminopropyl)carbodiimide hydrochloride (1.16 g) and 1-hydroxybenzotriazole monohydrate (930 mg) in N,N-dimethylformamide (10 mL), N,N-diisopropylethylamine (690 μL) was added at room temperature, and the mixture was stirred at the same temperature for 12 hours. To the reaction mixture, water and ethyl acetate were added. The organic layer was separat...